This data is from the Open Reaction Database (ORD), a public repository of structured organic reaction records. The task is: describe an organic reaction: reactants, conditions, products, and yield Reactants: C(C)(C)(C)C1=CC=C(COC2=C(C(=O)OC)C=C(C=C2)F)C=C1 (methyl 2-(4-tert-butylbenzyloxy)-5-fluorobenzoate), [OH-].[Na+] (sodium hydroxide). The solvent is CO (methanol). Yields the product C(C)(C)(C)C1=CC=C(COC2=C(C(=O)O)C=C(C=C2)F)C=C1 (2-(4-tert-Butylbenzyloxy)-5-fluorobenzoic acid). RXN SMILES: [C:1]([C:5]1[CH:23]=[CH:22][C:8]([CH2:9][O:10][C:11]2[CH:20]=[CH:19][C:18]([F:21])=[CH:17][C:12]=2[C:13]([O:15]C)=[O:14])=[CH:7][CH:6]=1)([CH3:4])([CH3:3])[CH3:2].[OH-].[Na+]>CO>[C:1]([C:5]1[CH:23]=[CH:22][C:8]([CH2:9][O:10][C:11]2[CH:20]=[CH:19][C:18]([F:21])=[CH:17][C:12]=2[C:13]([OH:15])=[O:14])=[CH:7][CH:6]=1)([CH3:4])([CH3:2])[CH3:3] |f:1.2|. Procedure details: 8.0 g (25 mmol) of methyl 2-(4-tert-butylbenzyloxy)-5-fluorobenzoate are dissolved in 64 ml of methanol and 32 ml of 40% strength sodium hydroxide solution and stirred under reflux for 12 h. The crystals which have separated out are filtered off with suction, washed with water, 1 N hydrochloric acid and petroleum ether and dried on a clay dish. 7.10 g (23.5 mmol, 94% of theory) of the title compound are isolated. The product is O1COC2=C1C=CC(=C2)\C=C/2\C(N(/C(/S2)=N/C(C)C)C2=CC=CC=C2)=O (5-benzo[1,3]dioxol-5-ylmeth-(Z)-ylidene-2-[(Z)-isopropylimino]-3-phenyl-thiazolidin-4-one). As a reaction SMILES: [C:1]1([N:7]2[C:11](=[O:12])[CH2:10][S:9]/[C:8]/2=[N:13]\[CH:14]([CH3:16])[CH3:15])[CH:6]=[CH:5][CH:4]=[CH:3][CH:2]=1.[CH:17]1[C:22]([CH:23]=O)=[CH:21][C:20]2[O:25][CH2:26][O:27][C:19]=2[CH:18]=1.C([O-])(=O)C.[Na+]>C(O)(=O)C.CC(=O)OCC>[O:27]1[C:19]2[CH:18]=[CH:17][C:22](/[CH:23]=[C:10]3/[C:11](=[O:12])[N:7]([C:1]4[CH:2]=[CH:3][CH:4]=[CH:5][CH:6]=4)/[C:8](=[N:13]/[CH:14]([CH3:16])[CH3:15])/[S:9]/3)=[CH:21][C:20]=2[O:25][CH2:26]1 |f:2.3|. Reactants: C1(=CC=CC=C1)N1/C(/SCC1=O)=N/C(C)C (3-phenyl-2-[(Z)-isopropylimino]-thiazolidin-4-one), C1=CC2=C(C=C1C=O)OCO2 (piperonal), C(C)(=O)[O-].[Na+] (sodium acetate). Reported procedure: A solution of 3-phenyl-2-[(Z)-isopropylimino]-thiazolidin-4-one (150 mg, 0.64 mmol), piperonal (192 mg, 1.28 mmol) and sodium acetate (105 mg, 1.28 mmol) in acetic acid (3 mL) is stirred at 110° C. for 4 h. The dark yellow to brown solution is cooled to rt, diluted with EA (75 mL), washed with sat. aq. NaHCO3, followed by water, and evaporated. The crude product is purified by crystallisation from a small amount of methanol (approx. 5 mL) to give 5-benzo[1,3]dioxol-5-ylmeth-(Z)-ylidene-2-[(Z)-is... Run in C(C)(=O)O (acetic acid), CC(OCC)=O (EA).